This data is from the Open Reaction Database (ORD), a public repository of structured organic reaction records. The task is: describe an organic reaction: reactants, conditions, products, and yield Starting materials: [Al+3], COC(=O)CC1=Cc2cc(Br)ccc2C1, CCOCC, [H-], [H-], [H-], [H-], [Li+], [Na+], [Na+], O=S(=O)([O-])[O-]. Product: OCCC1=Cc2cc(Br)ccc2C1. RXN SMILES: [Al+3:17].[Br:1][c:2]1[cH:3][c:4]2[c:8]([cH:9][cH:10]1)[CH2:7][C:6]([CH2:11][C:12](=[O:13])[O:14][CH3:15])=[CH:5]2.[CH3:29][CH2:30][O:31][CH2:32][CH3:33].[H-:16].[H-:19].[H-:20].[H-:21].[Li+:18].[Na+:22].[Na+:23].[O-:24][S:25](=[O:26])(=[O:27])[O-:28]>>[Br:1][c:2]1[cH:3][c:4]2[c:8]([cH:9][cH:10]1)[CH2:7][C:6]([CH2:11][CH2:12][OH:13])=[CH:5]2. Procedure: As described for Example 10, 4-[4-(3-phenyl-5-trifluoromethyl-isoxazol-4-yl)-imidazol-1-yl]-benzoic acid methyl ester (70 mg, 0.17 mmol) was converted, using morpholine instead of cyclopropanemethylamine, to the title compound (32 mg, 40%) which was obtained as a white foam. MS: m/e=469.1 [M+H]+. The reactants are COC(C1=CC=C(C=C1)N1C=NC(=C1)C=1C(=NOC1C(F)(F)F)C1=CC=CC=C1)=O (4-[4-(3-phenyl-5-trifluoromethyl-isoxazol-4-yl)-imidazol-1-yl]-benzoic acid methyl ester), N1CCOCC1 (morpholine). Product: N1(CCOCC1)C(=O)C1=CC=C(C=C1)N1C=NC(=C1)C=1C(=NOC1C(F)(F)F)C1=CC=CC=C1 (Morpholin-4-yl-{4-[4-(3-phenyl-5-trifluoromethyl-isoxazol-4-yl)-imidazol-1-yl]-phenyl}-methanone). Yield: 40.0%. RXN SMILES: CO[C:3](=[O:30])[C:4]1[CH:9]=[CH:8][C:7]([N:10]2[CH:14]=[C:13]([C:15]3[C:16]([C:24]4[CH:29]=[CH:28][CH:27]=[CH:26][CH:25]=4)=[N:17][O:18][C:19]=3[C:20]([F:23])([F:22])[F:21])[N:12]=[CH:11]2)=[CH:6][CH:5]=1.[NH:31]1[CH2:36][CH2:35][O:34][CH2:33][CH2:32]1>>[N:31]1([C:3]([C:4]2[CH:5]=[CH:6][C:7]([N:10]3[CH:14]=[C:13]([C:15]4[C:16]([C:24]5[CH:29]=[CH:28][CH:27]=[CH:26][CH:25]=5)=[N:17][O:18][C:19]=4[C:20]([F:23])([F:22])[F:21])[N:12]=[CH:11]3)=[CH:8][CH:9]=2)=[O:30])[CH2:36][CH2:35][O:34][CH2:33][CH2:32]1. The reactants are ClC(=O)OCC1=CC=CC=C1 (benzyl chloroformate), O (water), C(C1=CC=CC=C1)N(C1=C(C=C(C=C1)F)F)CC1=CC=CC=C1 (dibenzyl-(2,4-difluoro-phenyl)-amine), C(CCC)[Li] (n-butyllithium). Run in C1CCOC1 (THF), C1CCOC1 (THF). Reaction conditions: temperature -78 celsius, time 1 hour. Yields the product C(C1=CC=CC=C1)OC(C1=C(C(=CC=C1F)N(CC1=CC=CC=C1)CC1=CC=CC=C1)F)=O (3-dibenzylamino-2,6-difluoro-benzoic acid benzyl ester). RXN SMILES: [CH2:1]([N:8]([CH2:17][C:18]1[CH:23]=[CH:22][CH:21]=[CH:20][CH:19]=1)[C:9]1[CH:14]=[CH:13][C:12]([F:15])=[CH:11][C:10]=1[F:16])[C:2]1[CH:7]=[CH:6][CH:5]=[CH:4][CH:3]=1.C([Li])CCC.Cl[C:30]([O:32][CH2:33][C:34]1[CH:39]=[CH:38][CH:37]=[CH:36][CH:35]=1)=[O:31].O>C1COCC1>[CH2:33]([O:32][C:30](=[O:31])[C:11]1[C:12]([F:15])=[CH:13][CH:14]=[C:9]([N:8]([CH2:1][C:2]2[CH:3]=[CH:4][CH:5]=[CH:6][CH:7]=2)[CH2:17][C:18]2[CH:23]=[CH:22][CH:21]=[CH:20][CH:19]=2)[C:10]=1[F:16])[C:34]1[CH:39]=[CH:38][CH:37]=[CH:36][CH:35]=1. Reported procedure: To a solution of dibenzyl-(2,4-difluoro-phenyl)-amine (17.5 g, 0.056 mol) in THF (140 mL), under nitrogen atmosphere, cooled at −78° C., n-butyllithium (1.6 M in hexane, 38 mL, 0.06 mol) was slowly added. The reaction was stirred for 1 hour, and then quickly added via a cannula to a solution of benzyl chloroformate (11.78 mL, 0.084 mol) in THF (140 mL) previously cooled at −78° C. The reaction was then allowed to warm to room temperature, poured into water and extracted with ethyl acetate. The o... Reactants: ClCl (chlorine), C25H24ClN5O2S, CC=1C=C(C(=O)O)C=CC1C(=O)N1CCCC1 (3-methyl-4-(pyrrolidin-1-ylcarbonyl)benzoic acid), CN(C)C(=[N+](C)C)ON1C2=C(C=CC=C2)N=N1.[B-](F)(F)(F)F (TBTU), C(C)(C)N(CC)C(C)C (diisopropylethylamine), ClC1=CC2=C(NC(=N2)[C@H](CC=2N=CSC2)N)C=C1 ((1S)-1-(5-chloro-1H-benzimidazol-2-yl)-2-(thiazol-4-yl)ethylamine). Run in ClCCl.C(C)O (dichloromethane ethanol), O1CCCC1 (tetrahydrofuran). Product: ClC1=CC2=C(NC(=N2)[C@H](CC=2N=CSC2)NC(C2=CC(=C(C=C2)C(=O)N2CCCC2)C)=O)C=C1 (N-[(1S)-1-(5-chloro-1H-benzimidazol-2-yl)-2-(thiazol-4-yl)ethyl]-3-methyl-4-(pyrrolidin-1-ylcarbonyl)benzamide). As a reaction SMILES: [CH3:1][C:2]1[CH:3]=[C:4]([CH:8]=[CH:9][C:10]=1[C:11]([N:13]1[CH2:17][CH2:16][CH2:15][CH2:14]1)=[O:12])[C:5]([OH:7])=O.CN(C(ON1N=NC2C=CC=CC1=2)=[N+](C)C)C.[B-](F)(F)(F)F.C(N(C(C)C)CC)(C)C.[Cl:49][C:50]1[CH:66]=[CH:65][C:53]2[NH:54][C:55]([C@@H:57]([NH2:64])[CH2:58][C:59]3[N:60]=[CH:61][S:62][CH:63]=3)=[N:56][C:52]=2[CH:51]=1.ClCl>O1CCCC1.ClCCl.C(O)C>[Cl:49][C:50]1[CH:66]=[CH:65][C:53]2[NH:54][C:55]([C@@H:57]([NH:64][C:5](=[O:7])[C:4]3[CH:8]=[CH:9][C:10]([C:11]([N:13]4[CH2:17][CH2:16][CH2:15][CH2:14]4)=[O:12])=[C:2]([CH3:1])[CH:3]=3)[CH2:58][C:59]3[N:60]=[CH:61][S:62][CH:63]=3)=[N:56][C:52]=2[CH:51]=1 |f:1.2,7.8|. Reported procedure: Prepared analogously to Example 1g from 3-methyl-4-(pyrrolidin-1-ylcarbonyl)benzoic acid, TBTU, diisopropylethylamine, and (1S)-1-(5-chloro-1H-benzimidazol-2-yl)-2-(thiazol-4-yl)ethylamine in tetrahydrofuran. Yield: %; Rf value: 0.29 (silica gel: dichloromethane/ethanol=9:1); C25H24ClN5O2S (494.02); mass spectrum: (M+H)+=494/496 (chlorine isotope). Reactants: ice, [H-].[Na+] (NaH), C(CC#N)#N (malononitrile), IC1=CC=C(C=C1)C=C (1-iodo-4-vinyl-benzene), tetrakis(triphenyphophine)palladium(0), Cl (HCl). The solvent is COCCOC (1,2-dimethoxyethane), COCCOC (1,2-dimethoxyethane), C1CCOC1 (THF). Conditions: time 1 hour. The product is C(=C)C1=CC=C(C=C1)C(C#N)C#N (2-(4-vinyl-phenyl)-malononitrile). The yield is 71.7%. RXN SMILES: [H-].[Na+].[C:3](#[N:7])[CH2:4][C:5]#[N:6].I[C:9]1[CH:14]=[CH:13][C:12]([CH:15]=[CH2:16])=[CH:11][CH:10]=1.Cl>COCCOC.C1COCC1>[CH:15]([C:12]1[CH:13]=[CH:14][C:9]([CH:4]([C:3]#[N:7])[C:5]#[N:6])=[CH:10][CH:11]=1)=[CH2:16] |f:0.1|. Procedure details: To an ice-cooled suspension of NaH (0.792 g, 33.0 mmol) in anhydrous 1,2-dimethoxyethane (20 mL) was added dropwise via syringe a solution of malononitrile (0.99 g, 15 mmol) in anhydrous 1,2-dimethoxyethane (5 mL) under N2. The mixture was stirred for 1 h at room temperature under N2. Next, 1-iodo-4-vinyl-benzene (1.15 g, 5.00 mmol), dry THF (15 mL), and tetrakis(triphenyphophine)palladium(0) (0.58g, 0.50 mmol) were added to the resulting pink suspension under an N2 flow, and the reaction mixtur... The reactants are O (water), ClC1=CC(=C(C=C1O)N1C(C=2CCCCC2C1=O)=O)F (2-(4-Chloro-2-fluoro-5-hydroxyphenyl)-4,5,6,7-tetrahydro-2H-isoindole-1,3-dione), C([O-])([O-])=O.[K+].[K+] (potassium carbonate), resultant mixture, BrCC(=O)OC (methyl bromoacetate). The solvent is CN(C=O)C (dimethylformamide). The product is ClC1=CC(=C(C=C1OCC(=O)OC)N1C(C=2CCCCC2C1=O)=O)F (2-(4-chloro-2-fluoro-5-methoxycarbonylmethoxyphenyl)-4,5,6,7-tetrahydro-2H-isoindole-1,3-dione). Yield: 34.8%. Reaction SMILES: [Cl:1][C:2]1[C:7]([OH:8])=[CH:6][C:5]([N:9]2[C:17](=[O:18])[C:16]3[CH2:15][CH2:14][CH2:13][CH2:12][C:11]=3[C:10]2=[O:19])=[C:4]([F:20])[CH:3]=1.C(=O)([O-])[O-].[K+].[K+].Br[CH2:28][C:29]([O:31][CH3:32])=[O:30].O>CN(C)C=O>[Cl:1][C:2]1[C:7]([O:8][CH2:28][C:29]([O:31][CH3:32])=[O:30])=[CH:6][C:5]([N:9]2[C:10](=[O:19])[C:11]3[CH2:12][CH2:13][CH2:14][CH2:15][C:16]=3[C:17]2=[O:18])=[C:4]([F:20])[CH:3]=1 |f:1.2.3|. Procedure details: 2-(4-Chloro-2-fluoro-5-hydroxyphenyl)-4,5,6,7-tetrahydro-2H-isoindole-1,3-dione (3 g) was dissolved in dimethylformamide (100 ml), and anhydrous potassium carbonate (0.8 g) was added thereto. To the resultant mixture was added methyl bromoacetate (1.8 g), and the mixture was heated at 70°-80° C. for 3 hours. After being allowed to cool, water was added to the mixture, which was then extracted with ether, and the extract was washed with water, dried and concentrated. The residue was purified by s... Reactants: CS(C)=O, Cc1ccccc1, Nc1cccc(C(=O)c2ccc(Cl)cc2)c1, Nc1cccc(O)c1, [Na+], [Na+], [Na+], [OH-], O, O=S([O-])[O-]. Yields the product Nc1cccc(Oc2ccc(C(=O)c3cccc(N)c3)cc2)c1. Reaction SMILES: [CH3:33][S:34]([CH3:35])=[O:36].[CH3:37][c:38]1[cH:39][cH:40][cH:41][cH:42][cH:43]1.[NH2:11][c:12]1[cH:13][c:14]([C:15](=[O:16])[c:17]2[cH:18][cH:19][c:20]([Cl:23])[cH:21][cH:22]2)[cH:24][cH:25][cH:26]1.[NH2:1][c:2]1[cH:3][c:4]([OH:8])[cH:5][cH:6][cH:7]1.[Na+:10].[Na+:31].[Na+:32].[OH-:9].[OH2:44].[S:27]([O-:28])([O-:29])=[O:30]>>[NH2:1][c:2]1[cH:3][c:4]([O:8][c:20]2[cH:19][cH:18][c:17]([C:15]([c:14]3[cH:13][c:12]([NH2:11])[cH:26][cH:25][cH:24]3)=[O:16])[cH:22][cH:21]2)[cH:5][cH:6][cH:7]1.